describe an organic reaction: reactants, conditions, products, and yield From a dataset of the Open Reaction Database (ORD), a public repository of structured organic reaction records. Starting materials: CCC(C)=O, [I-], [I-], C1CCOC1, [Sm+2], c1cnc2c(c1)ccc1cccnc12. Yields the product CCC(C)(O)c1ccc2ccc3cccnc3c2n1. As a reaction SMILES: [CH2:18]([CH3:19])[C:20](=[O:21])[CH3:22].[I-:15].[I-:16].[O:23]1[CH2:24][CH2:25][CH2:26][CH2:27]1.[Sm+2:17].[cH:1]1[cH:2][n:3][c:4]2[c:5]([cH:6]1)[cH:7][cH:8][c:9]1[cH:10][cH:11][cH:12][n:13][c:14]21>>[cH:1]1[cH:2][n:3][c:4]2[c:5]([cH:6]1)[cH:7][cH:8][c:9]1[cH:10][cH:11][c:12]([C:20]([CH2:18][CH3:19])([OH:21])[CH3:22])[n:13][c:14]21. As a reaction SMILES: [CH3:27][C:28](=[O:29])[O-:30].[CH3:31][c:32]1[cH:33][cH:34][c:35]([CH3:36])[cH:37][cH:38]1.[CH3:40][S:41]([CH3:42])=[O:43].[Cl:1][c:2]1[c:3]([C:4]#[N:5])[cH:6][cH:7][cH:8][cH:9]1.[Na+:20].[Na+:21].[Na+:26].[O-:22][C:23](=[O:24])[O-:25].[OH2:39].[Pd:44]([Cl:45])[Cl:46].[c:10]1([CH3:19])[cH:11][cH:12][c:13]([B:16]([OH:17])[OH:18])[cH:14][cH:15]1>>[c:2]1(-[c:13]2[cH:12][cH:11][c:10]([CH3:19])[cH:15][cH:14]2)[c:3]([C:4]#[N:5])[cH:6][cH:7][cH:8][cH:9]1. Starting materials: CC(=O)[O-], Cc1ccc(C)cc1, CS(C)=O, N#Cc1ccccc1Cl, [Na+], [Na+], [Na+], O=C([O-])[O-], O, Cl[Pd]Cl, Cc1ccc(B(O)O)cc1. Product: Cc1ccc(-c2ccccc2C#N)cc1. Yields the product C(C1=CC=CC=C1)NC=1C(=C(C2=C(C(C(O2)(C)C)=O)C1)C)C (5-(benzylamino)-2,2,6,7-tetramethyl-1-benzofuran-3(2H)-one). The reagents and catalysts are C(C)(=O)[O-].[Pd+2].C(C)(=O)[O-] (palladium acetate). Reported procedure: Sodium t-butoxide (13.9 g, 145 mmol) was added to a mixture of toluene (100 mL) containing 5-bromo-2,2,6,7-tetramethyl-1-benzofuran-3(2H)-one (12.8 g, 48.2 mmol) synthesized in Reference Example 18, benzylamine (15.5 g, 145 mmol), palladium acetate (541 mg, 2.41 mmol) and BINAP (4.50 g, 7.23 mmol), and the mixture was stirred under heated reflux for 20 hours. After cooled to room temperature, water was added to the reaction solution, and extraction was performed using ethyl acetate. The organic ... The yield is 66.6%. Run in C(C)(=O)OCC (ethyl acetate), O (water), C1(=CC=CC=C1)C (toluene). As a reaction SMILES: CC(C)([O-])C.[Na+].Br[C:8]1[C:9]([CH3:21])=[C:10]([CH3:20])[C:11]2[O:15][C:14]([CH3:17])([CH3:16])[C:13](=[O:18])[C:12]=2[CH:19]=1.[CH2:22]([NH2:29])[C:23]1[CH:28]=[CH:27][CH:26]=[CH:25][CH:24]=1.C1C=CC(P(C2C(C3C(P(C4C=CC=CC=4)C4C=CC=CC=4)=CC=C4C=3C=CC=C4)=C3C(C=CC=C3)=CC=2)C2C=CC=CC=2)=CC=1>C([O-])(=O)C.[Pd+2].C([O-])(=O)C.C(OCC)(=O)C.O.C1(C)C=CC=CC=1>[CH2:22]([NH:29][C:8]1[C:9]([CH3:21])=[C:10]([CH3:20])[C:11]2[O:15][C:14]([CH3:17])([CH3:16])[C:13](=[O:18])[C:12]=2[CH:19]=1)[C:23]1[CH:28]=[CH:27][CH:26]=[CH:25][CH:24]=1 |f:0.1,5.6.7|. Starting materials: C(C1=CC=CC=C1)N (benzylamine), C=1C=CC(=CC1)P(C=2C=CC=CC2)C3=CC=C4C=CC=CC4=C3C5=C6C=CC=CC6=CC=C5P(C=7C=CC=CC7)C=8C=CC=CC8 (BINAP), BrC=1C(=C(C2=C(C(C(O2)(C)C)=O)C1)C)C (5-bromo-2,2,6,7-tetramethyl-1-benzofuran-3(2H)-one), CC(C)([O-])C.[Na+] (Sodium t-butoxide). Reactants: compound ( III ), BrC(C)S(=O)(=O)[O-].[Na+] (sodium bromoethanesulphonate), C(O)CN (ethanolamine), C(C)O (ethanol). The solvent is O (water). The product is OCCN(CCS(=O)(=O)O)CCO (N,N-di[(2-hydroxy)ethyl]taurine). RXN SMILES: Br[CH:2]([S:4]([O-:7])(=[O:6])=[O:5])[CH3:3].[Na+].[CH2:9]([CH2:11][NH2:12])[OH:10].[CH2:13]([OH:15])[CH3:14]>O>[OH:10][CH2:9][CH2:11][N:12]([CH2:14][CH2:13][OH:15])[CH2:3][CH2:2][S:4]([OH:7])(=[O:6])=[O:5] |f:0.1|. Procedure: A solution of 90 g of sodium bromoethanesulphonate (Organic Synthesis, Coll. Vol. II, p; 558) and 110 g of ethanolamine in 1500 ml of water was heated over a steam bath for about 2 hours and the reaction mixture left to stand for one night. The excess diethanolamine and water were then distilled off under vacuum, and the residue taken up in 100 ml of water and 800 ml of concentrated hydrochloric acid. The solution was cooled and filtered from the sodium chloride by a filter pump. It was then con...